From a dataset of the Open Reaction Database (ORD), a public repository of structured organic reaction records. describe an organic reaction: reactants, conditions, products, and yield Starting materials: ClC=1C(=NC(=C(C1F)Cl)F)F (3,5-dichloro-2,4,6-trifluoropyridine), [C-]#N.[Na+] (sodium cyanide). Run in CN(C=O)C (dimethylformamide). Run at temperature 0 celsius, time 2 hour. The product is C(#N)C1=C(C(=NC(=C1Cl)F)F)Cl (4-cyano-3,5-dichloro-2,6-difluoropyridine). The yield is 23.9%. Reaction SMILES: [Cl:1][C:2]1[C:3]([F:11])=[N:4][C:5]([F:10])=[C:6]([Cl:9])[C:7]=1F.[C-:12]#[N:13].[Na+]>CN(C)C=O>[C:12]([C:7]1[C:2]([Cl:1])=[C:3]([F:11])[N:4]=[C:5]([F:10])[C:6]=1[Cl:9])#[N:13] |f:1.2|. Procedure: To a mixture of 40.4 g (0.200 mole) of 3,5-dichloro-2,4,6-trifluoropyridine in 50 ml of dimethylformamide that had been cooled to 0° C. was added slowly 10 g (0.20 mole) of sodium cyanide. After addition was complete the reaction was stirred at 0° C. for two hours and at room temperature of two hours. The dimethylformamide was distilled from the reaction mixture under reduced pressure, and the black residue was mixed with 200 ml of water. This mixture was extracted with ethyl acetate. The extrac...